This data is from the Open Reaction Database (ORD), a public repository of structured organic reaction records. The task is: describe an organic reaction: reactants, conditions, products, and yield Starting materials: C(C)(C)(C)OC(=O)N1CC(OCC1C(NC=1C=C(C=C2C=3C=CN=CC3NC12)Cl)=O)(C)C (5-(6-chloro-9H-β-carbolin-8-ylcarbamoyl)-2,2-dimethyl-morpholine-4-carboxylic acid tert-butyl ester), aldehyde, C(C)(C)(C)OC(NC(CC)C=O)=O ((1-formyl-propyl)-carbamic acid tert-butyl ester). Product: ClC=1C=C2C=3C=CN=CC3NC2=C(C1)NC(=O)C1N(CC(OC1)(C)C)CC(CC)N (4-(2-Amino-butyl)-6,6-dimethyl-morpholine-3-carboxylic acid (6-chloro-9H-β-carbolin-8-yl)-amide). RXN SMILES: C(O[C:6]([N:8]1[CH:13]([C:14](=[O:30])[NH:15][C:16]2[CH:17]=[C:18]([Cl:29])[CH:19]=[C:20]3[C:28]=2[NH:27][C:26]2[CH:25]=[N:24][CH:23]=[CH:22][C:21]3=2)[CH2:12][O:11][C:10]([CH3:32])([CH3:31])[CH2:9]1)=O)(C)(C)C.C(OC(=O)[NH:39][CH:40](C=O)[CH2:41][CH3:42])(C)(C)C>>[Cl:29][C:18]1[CH:19]=[C:20]2[C:28](=[C:16]([NH:15][C:14]([CH:13]3[CH2:12][O:11][C:10]([CH3:31])([CH3:32])[CH2:9][N:8]3[CH2:6][CH:40]([NH2:39])[CH2:41][CH3:42])=[O:30])[CH:17]=1)[NH:27][C:26]1[CH:25]=[N:24][CH:23]=[CH:22][C:21]2=1. Reported procedure: Method C was followed, using 5-(6-chloro-9H-β-carbolin-8-ylcarbamoyl)-2,2-dimethyl-morpholine-4-carboxylic acid tert-butyl ester and the appropriate aldehyde, (1-formyl-propyl)-carbamic acid tert-butyl ester. Starting materials: CCOC(C)=O, COc1ccc(CN2Cc3c(-c4ccccc4Cl)cc([N+](=O)[O-])cc3N(c3c(Cl)cccc3Cl)C2=O)cc1. The product is COc1ccc(CN2Cc3c(-c4ccccc4Cl)cc(N)cc3N(c3c(Cl)cccc3Cl)C2=O)cc1. Reaction SMILES: [CH3:39][CH2:40][O:41][C:42](=[O:43])[CH3:44].[Cl:1][c:2]1[c:3](-[c:8]2[c:9]3[c:14]([cH:15][c:16]([N+:18]([O-:19])=[O:20])[cH:17]2)[N:13]([c:21]2[c:22]([Cl:28])[cH:23][cH:24][cH:25][c:26]2[Cl:27])[C:12](=[O:29])[N:11]([CH2:30][c:31]2[cH:32][cH:33][c:34]([O:37][CH3:38])[cH:35][cH:36]2)[CH2:10]3)[cH:4][cH:5][cH:6][cH:7]1>>[Cl:1][c:2]1[c:3](-[c:8]2[c:9]3[c:14]([cH:15][c:16]([NH2:18])[cH:17]2)[N:13]([c:21]2[c:22]([Cl:28])[cH:23][cH:24][cH:25][c:26]2[Cl:27])[C:12](=[O:29])[N:11]([CH2:30][c:31]2[cH:32][cH:33][c:34]([O:37][CH3:38])[cH:35][cH:36]2)[CH2:10]3)[cH:4][cH:5][cH:6][cH:7]1. Starting materials: CCO, O=C1NC(Cc2cccc(OC(F)(F)C(F)F)c2)C(c2cccc(F)c2)O1, [Na+], [OH-]. Yields the product NC(Cc1cccc(OC(F)(F)C(F)F)c1)C(O)c1cccc(F)c1. RXN SMILES: [CH3:30][CH2:31][OH:32].[F:1][c:2]1[cH:3][c:4]([CH:8]2[CH:9]([CH2:14][c:15]3[cH:16][c:17]([O:21][C:22]([CH:23]([F:24])[F:25])([F:26])[F:27])[cH:18][cH:19][cH:20]3)[NH:10][C:11](=[O:13])[O:12]2)[cH:5][cH:6][cH:7]1.[Na+:29].[OH-:28]>>[F:1][c:2]1[cH:3][c:4]([CH:8]([CH:9]([NH2:10])[CH2:14][c:15]2[cH:16][c:17]([O:21][C:22]([CH:23]([F:24])[F:25])([F:26])[F:27])[cH:18][cH:19][cH:20]2)[OH:12])[cH:5][cH:6][cH:7]1. The reactants are O1CCOC12CC=C(CC2)C2=CNC1=CC=CC=C21 (3-(1,4-Dioxa-spiro[4,5]dec-7-en-8-yl)-1H-indole), N1C=CC2=CC=CC=C12 (indole), COC=1NC2=CC=CC=C2C1 (methoxy indole). The product is O1CCOC12CC=C(CC2)C2=CNC1=CC=C(C=C21)OC (3-(1,4-Dioxa-spiro[4,5]dec-7-en-8-yl)-5-methoxy-1H-indole). Isolated yield 82.0%. Reaction SMILES: [O:1]1[C:5]2([CH2:10][CH2:9][C:8]([C:11]3[C:19]4[C:14](=[CH:15][CH:16]=[CH:17][CH:18]=4)[NH:13][CH:12]=3)=[CH:7][CH2:6]2)[O:4][CH2:3][CH2:2]1.N1C2C(=CC=CC=2)C=C1.[CH3:29][O:30]C1NC2C(C=1)=CC=CC=2>>[O:4]1[C:5]2([CH2:10][CH2:9][C:8]([C:11]3[C:19]4[C:14](=[CH:15][CH:16]=[C:17]([O:30][CH3:29])[CH:18]=4)[NH:13][CH:12]=3)=[CH:7][CH2:6]2)[O:1][CH2:2][CH2:3]1. Reported procedure: This compound was prepared in the manner described above for intermediate 1a by replacing indole with 5 methoxy indole (5 g, 34 mmol) in 82% yield (7.95 g) as a white solid: mp 161-162° C. Starting materials: C(C)OC(\C=C\C(C1=CC=CC=C1)=O)=O (E-ethyl-3-benzoyl-acrylate), C(C)(C)(C)OC([C@H]1N(CCC1)C([C@@H](N)CCCCNC(=O)OC(C)(C)C)=O)=O (Nε -t-butoxycarbonyl-(S)-lysyl-(S)-proline-t-butylester), C(C)(=O)OCC (ethyl acetate). The solvent is C(C)OCC (diethyl ether), CCOCC (ether). Run at time 5 hour. The product is C(C)(C)(C)OC([C@H]1N(CCC1)C([C@@H](N[C@@H](CC(=O)C1=CC=CC=C1)C(=O)OCC)CCCCNC(=O)OC(C)(C)C)=O)=O (Nα -[1(S)-ethoxycarbonyl-3-phenyl-3-oxo-propyl]-Nε -t-butoxycarbonyl-(S)-lysyl-(S)-proline-t-butylester). As a reaction SMILES: [C:1]([O:5][C:6](=[O:28])[C@@H:7]1[CH2:11][CH2:10][CH2:9][N:8]1[C:12](=[O:27])[C@H:13]([CH2:15][CH2:16][CH2:17][CH2:18][NH:19][C:20]([O:22][C:23]([CH3:26])([CH3:25])[CH3:24])=[O:21])[NH2:14])([CH3:4])([CH3:3])[CH3:2].[CH2:29]([O:31][C:32](=[O:43])/[CH:33]=[CH:34]/[C:35](=[O:42])[C:36]1[CH:41]=[CH:40][CH:39]=[CH:38][CH:37]=1)[CH3:30].C(OCC)(=O)C>C(OCC)C>[C:1]([O:5][C:6](=[O:28])[C@@H:7]1[CH2:11][CH2:10][CH2:9][N:8]1[C:12](=[O:27])[C@H:13]([CH2:15][CH2:16][CH2:17][CH2:18][NH:19][C:20]([O:22][C:23]([CH3:26])([CH3:25])[CH3:24])=[O:21])[NH:14][C@H:33]([C:32]([O:31][CH2:29][CH3:30])=[O:43])[CH2:34][C:35]([C:36]1[CH:37]=[CH:38][CH:39]=[CH:40][CH:41]=1)=[O:42])([CH3:4])([CH3:2])[CH3:3]. Procedure: 8.0 g (20 mmoles) of Nε -t-butoxycarbonyl-(S)-lysyl-(S)-proline-t-butylester are dissolved in 100 ml of diethyl ether and 4.48 g (22 mmoles) of E-ethyl-3-benzoyl-acrylate are added to the solution. The reaction mixture is stirred at room temperature for 5 hours. After evaporation of the solvent the title product is isolated on a Kieselgel column in the form of transparent oil. Rf =0.49 i(in a 7:3 eluent mixture of ethyl acetate and ether).